describe an organic reaction: reactants, conditions, products, and yield From a dataset of the Open Reaction Database (ORD), a public repository of structured organic reaction records. Yields the product CCC(Oc1cncc(Cl)c1)C(=O)OC. As a reaction SMILES: [Br:15][CH:16]([C:17](=[O:18])[O:19][CH3:20])[CH2:21][CH3:22].[C:9](=[O:10])([O-:11])[O-:12].[CH:24]([N:25]([CH3:26])[CH3:27])=[O:28].[Cl:1][c:2]1[cH:3][c:4]([OH:8])[cH:5][n:6][cH:7]1.[K+:13].[K+:14].[OH2:23]>>[Cl:1][c:2]1[cH:3][c:4]([O:8][CH:16]([C:17](=[O:18])[O:19][CH3:20])[CH2:21][CH3:22])[cH:5][n:6][cH:7]1. Reactants: CCC(Br)C(=O)OC, O=C([O-])[O-], CN(C)C=O, Oc1cncc(Cl)c1, [K+], [K+], O. The reactants are CCO, CN(C)CCN(C)c1ccc([N+](=O)[O-])cc1, Cl. Yields the product CN(C)CCN(C)c1ccc(N)cc1. Reaction SMILES: [CH3:18][CH2:19][OH:20].[CH3:1][N:2]([CH2:3][CH2:4][N:5]([c:6]1[cH:7][cH:8][c:9]([N+:12]([O-:13])=[O:14])[cH:10][cH:11]1)[CH3:15])[CH3:16].[ClH:17]>>[CH3:1][N:2]([CH2:3][CH2:4][N:5]([c:6]1[cH:7][cH:8][c:9]([NH2:12])[cH:10][cH:11]1)[CH3:15])[CH3:16]. Starting materials: [BH4-].[Na+] (sodium borohydride), [Cl-].[Ce+3].[Cl-].[Cl-] (cerium chloride), C(C1=CC=CC=C1)(=O)O[C@H]1[C@@H]([C@@H]2[C@@H](OC(C2)=O)C1)\C=C\C(C(CCCC)C)=O ((3aR,4R,5R,6aS)-5-(benzoyloxy)hexahydro-4-[(1E)-4-methyl-3-oxo-1-octenyl]-2H-cyclopenta[b]furan-2-one), [Cl-].[NH4+] (ammonium chloride). Run in C(Cl)Cl (methylene chloride), CO (methanol), C(Cl)Cl (methylene chloride), O (water), C(C)(=O)OCC (ethyl acetate). Conditions: time 30 minute. Yields the product C(C1=CC=CC=C1)(=O)O[C@H]1[C@@H]([C@@H]2[C@@H](OC(C2)=O)C1)\C=C\[C@H](C(CCCC)C)O ((3aR,4R,5R,6aS)-5-(benzoyloxy)hexahydro-4-[(1E,3S)-3-hydroxy-4-methyl-1-octenyl]-2H-cyclopenta[b]furan-2-one), second eluted compound. Reaction SMILES: [BH4-].[Na+].[Cl-].[Ce+3].[Cl-].[Cl-].[C:7]([O:15][C@@H:16]1[CH2:24][C@@H:19]2[O:20][C:21](=[O:23])[CH2:22][C@@H:18]2[C@H:17]1/[CH:25]=[CH:26]/[C:27](=[O:34])[CH:28]([CH3:33])[CH2:29][CH2:30][CH2:31][CH3:32])(=[O:14])[C:8]1[CH:13]=[CH:12][CH:11]=[CH:10][CH:9]=1.[Cl-].[NH4+]>C(Cl)Cl.CO.C(OCC)(=O)C.O>[C:7]([O:15][C@@H:16]1[CH2:24][C@@H:19]2[O:20][C:21](=[O:23])[CH2:22][C@@H:18]2[C@H:17]1/[CH:25]=[CH:26]/[C@@H:27]([OH:34])[CH:28]([CH3:33])[CH2:29][CH2:30][CH2:31][CH3:32])(=[O:14])[C:8]1[CH:9]=[CH:10][CH:11]=[CH:12][CH:13]=1 |f:0.1,2.3.4.5,7.8|. Procedure details: A slurry of sodium borohydride (1.8 g, 48 mmol) and cerium chloride (9 g, 24 mmol) in a mixture of methylene chloride (300 mL) and methanol (600 mL) was stirred at room temperature as a solution of (3aR,4R,5R,6aS)-5-(benzoyloxy)hexahydro-4-[(1E)-4-methyl-3-oxo-1-octenyl]-2H-cyclopenta[b]furan-2-one (9.3 g, 24 mmol) in 100 mL of methylene chloride was added. After 30 min, the reaction was treated with water, a saturated ammonium chloride solution, and ethyl acetate. The combined organic layers we... Procedure details: 2.64 (102 mg, 0.308 mmol), tert-butyl 4-(2-methoxy-4-(4,4,5,5-tetramethyl-1,3,2-dioxaborolan-2-yl)phenyl)piperazine-1-carboxylate 7.08 (160 mg, 0.38 mmol), K3PO4 (191 mg, 0.9 mmol) and Bis[di-tert-butyl(4-dimethylaminophenyl)phosphine]dichloropalladium (II) (7.2 mg, 0.01 mmol) were taken up in 1,4-dioxane (4.4 mL) and water (0.44 mL). The stirred reaction mixture was heated to 100° C. for 1.5 h and was then cooled and partitioned between EtOAc, water and brine. The phases were separated and the ... Product: FC(N1C=NC2=C1C(=NC(=C2)C2=CC(=C(C=C2)N2CCN(CC2)C(=O)OC(C)(C)C)OC)O[C@H](C)[C@H]2CNC(C2)=O)F (tert-butyl 4-(4-(3-(difluoromethyl)-4-((R)-1-((R)-5-oxopyrrolidin-3-yl)ethoxy)-3H-imidazo[4,5-c]pyridin-6-yl)-2-methoxyphenyl)piperazine-1-carboxylate). Solvent: O1CCOCC1 (1,4-dioxane), O (water). Reactants: ClC1=CC2=C(C(=N1)O[C@H](C)[C@@H]1CC(NC1)=O)N(C=N2)C(F)F ((R)-4-((R)-1-(6-chloro-3-(difluoromethyl)-3H-imidazo[4,5-c]pyridin-4-yloxy)ethyl)pyrrolidin-2-one), Bis[di-tert-butyl(4-dimethylaminophenyl)phosphine]dichloropalladium (II), COC1=C(C=CC(=C1)B1OC(C(O1)(C)C)(C)C)N1CCN(CC1)C(=O)OC(C)(C)C (tert-butyl 4-(2-methoxy-4-(4,4,5,5-tetramethyl-1,3,2-dioxaborolan-2-yl)phenyl)piperazine-1-carboxylate), [O-]P(=O)([O-])[O-].[K+].[K+].[K+] (K3PO4). Reaction SMILES: Cl[C:2]1[N:7]=[C:6]([O:8][C@@H:9]([C@H:11]2[CH2:15][NH:14][C:13](=[O:16])[CH2:12]2)[CH3:10])[C:5]2[N:17]([CH:20]([F:22])[F:21])[CH:18]=[N:19][C:4]=2[CH:3]=1.[CH3:23][O:24][C:25]1[CH:30]=[C:29](B2OC(C)(C)C(C)(C)O2)[CH:28]=[CH:27][C:26]=1[N:40]1[CH2:45][CH2:44][N:43]([C:46]([O:48][C:49]([CH3:52])([CH3:51])[CH3:50])=[O:47])[CH2:42][CH2:41]1.[O-]P([O-])([O-])=O.[K+].[K+].[K+]>O1CCOCC1.O>[F:21][CH:20]([F:22])[N:17]1[C:5]2[C:6]([O:8][C@@H:9]([C@@H:11]3[CH2:12][C:13](=[O:16])[NH:14][CH2:15]3)[CH3:10])=[N:7][C:2]([C:29]3[CH:28]=[CH:27][C:26]([N:40]4[CH2:45][CH2:44][N:43]([C:46]([O:48][C:49]([CH3:50])([CH3:51])[CH3:52])=[O:47])[CH2:42][CH2:41]4)=[C:25]([O:24][CH3:23])[CH:30]=3)=[CH:3][C:4]=2[N:19]=[CH:18]1 |f:2.3.4.5|. Reaction conditions: temperature 100 celsius. Starting materials: CN(C)C=O, ClC(Cl)Cl, FC(F)=CCCSc1nccs1, O, O=S(=O)(Cl)Cl. The product is FC(F)=CCCSc1ncc(Cl)s1. Reaction SMILES: [CH3:18][N:19]([CH3:20])[CH:21]=[O:22].[CH:24]([Cl:25])([Cl:26])[Cl:27].[F:6][C:7](=[CH:8][CH2:9][CH2:10][S:11][c:12]1[s:13][cH:14][cH:15][n:16]1)[F:17].[OH2:23].[S:1]([Cl:2])(=[O:3])([Cl:4])=[O:5]>>[Cl:4][c:14]1[s:13][c:12]([S:11][CH2:10][CH2:9][CH:8]=[C:7]([F:6])[F:17])[n:16][cH:15]1. Reactants: CC(=O)Cl, Cl, COc1cc(-c2ncnc3c(C(=O)NC4CCNCC4)c[nH]c23)c(OCC2CC2)cc1F. Product: COc1cc(-c2ncnc3c(C(=O)NC4CCN(C(C)=O)CC4)c[nH]c23)c(OCC2CC2)cc1F. Reaction SMILES: [CH3:34][C:35]([Cl:36])=[O:37].[ClH:1].[NH:2]1[CH2:3][CH2:4][CH:5]([NH:8][C:9](=[O:10])[c:11]2[cH:12][nH:13][c:14]3[c:15]2[n:16][cH:17][n:18][c:19]3-[c:20]2[c:21]([O:29][CH2:30][CH:31]3[CH2:32][CH2:33]3)[cH:22][c:23]([F:28])[c:24]([O:26][CH3:27])[cH:25]2)[CH2:6][CH2:7]1>>[N:2]1([C:35]([CH3:34])=[O:37])[CH2:3][CH2:4][CH:5]([NH:8][C:9](=[O:10])[c:11]2[cH:12][nH:13][c:14]3[c:15]2[n:16][cH:17][n:18][c:19]3-[c:20]2[c:21]([O:29][CH2:30][CH:31]3[CH2:32][CH2:33]3)[cH:22][c:23]([F:28])[c:24]([O:26][CH3:27])[cH:25]2)[CH2:6][CH2:7]1. The reactants are ClCCCBr, COc1cccc(C(C#N)c2ccc(Br)cn2)c1, CCCCCC, CCOCC, [H-], [Na+], CN(C)C=O. Product: COc1cccc(C(C#N)(CCCCl)c2ccc(Br)cn2)c1. RXN SMILES: [Br:27][CH2:28][CH2:29][CH2:30][Cl:31].[Br:9][c:10]1[cH:11][cH:12][c:13]([CH:16]([C:17]#[N:18])[c:19]2[cH:20][c:21]([O:25][CH3:26])[cH:22][cH:23][cH:24]2)[n:14][cH:15]1.[CH3:1][CH2:2][CH2:3][CH2:4][CH2:5][CH3:6].[CH3:37][CH2:38][O:39][CH2:40][CH3:41].[H-:7].[Na+:8].[O:32]=[CH:33][N:34]([CH3:35])[CH3:36]>>[Br:9][c:10]1[cH:11][cH:12][c:13]([C:16]([C:17]#[N:18])([c:19]2[cH:20][c:21]([O:25][CH3:26])[cH:22][cH:23][cH:24]2)[CH2:28][CH2:29][CH2:30][Cl:31])[n:14][cH:15]1.